This data is from the Open Reaction Database (ORD), a public repository of structured organic reaction records. The task is: describe an organic reaction: reactants, conditions, products, and yield The reactants are ClCCl, CC(=O)Cl, CC(C)(O)CCOS(=O)(=O)c1ccc(C(F)(F)F)cc1. Product: CC(=O)OC(C)(C)CCOS(=O)(=O)c1ccc(C(F)(F)F)cc1. Reaction SMILES: [CH2:25]([Cl:26])[Cl:27].[CH3:21][C:22]([Cl:23])=[O:24].[F:1][C:2]([c:3]1[cH:4][cH:5][c:6]([S:9](=[O:10])(=[O:11])[O:12][CH2:13][CH2:14][C:15]([CH3:16])([CH3:17])[OH:18])[cH:7][cH:8]1)([F:19])[F:20]>>[F:1][C:2]([c:3]1[cH:4][cH:5][c:6]([S:9](=[O:10])(=[O:11])[O:12][CH2:13][CH2:14][C:15]([CH3:16])([CH3:17])[O:18][C:22]([CH3:21])=[O:24])[cH:7][cH:8]1)([F:19])[F:20]. Reactants: C(OCC)(OCC)OCC (Triethyl orthoformate), N1=CC(=CC=C1)CCCOCCNC1=C(C=2N(C3=CC=CC=C13)N=NN2)N (N5-[2-(3-pyridin-3-ylpropoxy)ethyl]tetrazolo[1,5-a]quinoline-4,5-diamine). The solvent is ClCCCl (1,2-dichloroethane), C([O-])(O)=O.[Na+] (sodium bicarbonate). Yields the product N1=CC(=CC=C1)CCCOCCN1C=NC=2C=3N(C4=CC=CC=C4C21)N=NN3 (6-[2-(3-pyridin-3-ylpropoxy)ethyl]-6H-imidazo[4,5-c]tetrazolo[1,5-a]quinoline). The yield is 90.7%. RXN SMILES: [CH:1](OCC)(OCC)OCC.[N:11]1[CH:16]=[CH:15][CH:14]=[C:13]([CH2:17][CH2:18][CH2:19][O:20][CH2:21][CH2:22][NH:23][C:24]2[C:33]3[C:28](=[CH:29][CH:30]=[CH:31][CH:32]=3)[N:27]3[N:34]=[N:35][N:36]=[C:26]3[C:25]=2[NH2:37])[CH:12]=1>ClCCCl.C(=O)(O)[O-].[Na+]>[N:11]1[CH:16]=[CH:15][CH:14]=[C:13]([CH2:17][CH2:18][CH2:19][O:20][CH2:21][CH2:22][N:23]2[C:24]3[C:33]4[C:28](=[CH:29][CH:30]=[CH:31][CH:32]=4)[N:27]4[N:34]=[N:35][N:36]=[C:26]4[C:25]=3[N:37]=[CH:1]2)[CH:12]=1 |f:3.4|. Procedure details: Triethyl orthoformate (21.1 ml, 127 mmol) was added to a solution of N5-[2-(3-pyridin-3-ylpropoxy)ethyl]tetrazolo[1,5-a]quinoline-4,5-diamine (30.8 g, 84.7 mmol) in 1,2-dichloroethane (750 ml) and the reaction was heated to reflux for 3 hours. The reaction was cooled to room temperature and diluted with saturated sodium bicarbonate (200 ml). The phases were separated and the aqueous layer was extracted with dichloromethane (3×75 ml). The combined organic fractions were washed with brine (200 ml)... Starting materials: C(=O)([O-])[O-].[K+].[K+] (K2CO3), BrC1=CC=C2CC[C@H](C2=C1)N(C)C ((R)-(6-bromo-indan-1-yl)-dimethyl-amine), O (water), CN1N=C(C(=C1C)B1OC(C)(C)C(C)(C)O1)C (1,3,5-trimethyl-1H-pyrazole-4-boronic acid pinacol ester). The reagents and catalysts are C=1C=CC(=CC1)[P](C=2C=CC=CC2)(C=3C=CC=CC3)[Pd]([P](C=4C=CC=CC4)(C=5C=CC=CC5)C=6C=CC=CC6)([P](C=7C=CC=CC7)(C=8C=CC=CC8)C=9C=CC=CC9)[P](C=1C=CC=CC1)(C=1C=CC=CC1)C=1C=CC=CC1 (Pd(PPh3)4). Solvent: COCCOC (1,2-dimethoxyethane). Conditions: temperature 85 celsius, time 6 hour. Product: CN([C@@H]1CCC2=CC=C(C=C12)C=1C(=NN(C1C)C)C)C ((1R)-dimethyl-[6-(1,3,5-trimethyl-1H-pyrazol-4-yl)-indan-1-yl]-amine). Isolated yield 52.0%. Reaction SMILES: C([O-])([O-])=O.[K+].[K+].Br[C:8]1[CH:16]=[C:15]2[C:11]([CH2:12][CH2:13][C@H:14]2[N:17]([CH3:19])[CH3:18])=[CH:10][CH:9]=1.O.[CH3:21][N:22]1[C:26]([CH3:27])=[C:25](B2OC(C)(C)C(C)(C)O2)[C:24]([CH3:37])=[N:23]1>COCCOC.C1C=CC([P]([Pd]([P](C2C=CC=CC=2)(C2C=CC=CC=2)C2C=CC=CC=2)([P](C2C=CC=CC=2)(C2C=CC=CC=2)C2C=CC=CC=2)[P](C2C=CC=CC=2)(C2C=CC=CC=2)C2C=CC=CC=2)(C2C=CC=CC=2)C2C=CC=CC=2)=CC=1>[CH3:18][N:17]([CH3:19])[C@H:14]1[C:15]2[C:11](=[CH:10][CH:9]=[C:8]([C:25]3[C:24]([CH3:37])=[N:23][N:22]([CH3:21])[C:26]=3[CH3:27])[CH:16]=2)[CH2:12][CH2:13]1 |f:0.1.2,^1:47,49,68,87|. Reported procedure: (Method 1): To a solution of K2CO3 (1.9 mmol) and (R)-(6-bromo-indan-1-yl)-dimethyl-amine (1 mmol) in 1,2-dimethoxyethane (8.8 mL)/water (1.2 mL) was added Pd(PPh3)4 (0.1 mmol) and 1,3,5-trimethyl-1H-pyrazole-4-boronic acid pinacol ester (1.2 mmol). The reaction mixture was degassed and stirred at 85° C. for 6 h. The solvent was evaporated, crude was redissolved in dichloromethane and filtered through a pad of Celite. The filtrate was extracted with 6M HCl (3×0.16 mL). The aqueous layer was basi... Reactants: FC=1C=C(CNC(=O)C2=C(N(C3=CC(=CC=C23)OC)CC2=NC=CC=C2)C=O)C=CC1F (N-(3,4-difluorobenzyl)-2-formyl-6-methoxy-1-(pyridin-2-ylmethyl)-1H-indole-3-carboxamide), FC=1C=C(CNC(=O)C2=C(N(C3=CC(=CC=C23)OC)CC2=NC=CC=C2)C=O)C=CC1F (N-(3,4-difluorobenzyl)-2-formyl-6-methoxy-1-(pyridin-2-ylmethyl)-1H-indole-3-carboxamide), CNC (dimethylamine), CC(=O)O (HOAc), [BH-](OC(=O)C)(OC(=O)C)OC(=O)C.[Na+] (NaBH(OAc)3). The solvent is C(CCl)Cl (ClCH2CH2Cl), CCOC(=O)C (EtOAc). Conditions: time 16 hour. Product: FC=1C=C(CNC(=O)C2=C(N(C3=CC(=CC=C23)OC)CC2=NC=CC=C2)CN(C)C)C=CC1F (N-(3,4-Difluorobenzyl)-2-((dimethylamino)methyl)-6-methoxy-1-(pyridin-2-ylmethyl)-1H-indole-3-carboxamide). RXN SMILES: [F:1][C:2]1[CH:3]=[C:4]([CH:29]=[CH:30][C:31]=1[F:32])[CH2:5][NH:6][C:7]([C:9]1[C:17]2[C:12](=[CH:13][C:14]([O:18][CH3:19])=[CH:15][CH:16]=2)[N:11]([CH2:20][C:21]2[CH:26]=[CH:25][CH:24]=[CH:23][N:22]=2)[C:10]=1[CH:27]=O)=[O:8].[CH3:33][NH:34][CH3:35].CC(O)=O.[BH-](OC(C)=O)(OC(C)=O)OC(C)=O.[Na+]>C(Cl)CCl.CCOC(C)=O>[F:1][C:2]1[CH:3]=[C:4]([CH:29]=[CH:30][C:31]=1[F:32])[CH2:5][NH:6][C:7]([C:9]1[C:17]2[C:12](=[CH:13][C:14]([O:18][CH3:19])=[CH:15][CH:16]=2)[N:11]([CH2:20][C:21]2[CH:26]=[CH:25][CH:24]=[CH:23][N:22]=2)[C:10]=1[CH2:27][N:34]([CH3:35])[CH3:33])=[O:8] |f:3.4|. Procedure: General Procedure P. To a solution of N-(3,4-difluorobenzyl)-2-formyl-6-methoxy-1-(pyridin-2-ylmethyl)-1H-indole-3-carboxamide (Compound 94, 70 mg, 0.16 mmol) in ClCH2CH2Cl (10 ml) at room temperature was added dimethylamine (2 M in THF, 0.24 ml, 0.48 mmol), HOAc (14 μl, 0.24 mmol), and NaBH(OAc)3 (102 mg, 0.48 mmol). The reaction was stirred at room temperature for 16 h, diluted with EtOAc, washed with aqueous Na2CO3 and brine, dried over Na2SO4, and concentrated in vacuo. The residue was purif... The reactants are CCOc1cc(C(CC(=O)O)N2Cc3ccccc3C2=O)ccc1OC, Cl, NO, C1CCOC1, O. The product is CCOc1cc(C(CC(=O)NO)N2Cc3ccccc3C2=O)ccc1OC. Reaction SMILES: [CH2:1]([CH3:2])[O:3][c:4]1[cH:5][c:6]([CH:12]([CH2:13][C:14](=[O:15])[OH:16])[N:17]2[C:18](=[O:26])[c:19]3[cH:20][cH:21][cH:22][cH:23][c:24]3[CH2:25]2)[cH:7][cH:8][c:9]1[O:10][CH3:11].[ClH:27].[NH2:28][OH:29].[O:31]1[CH2:32][CH2:33][CH2:34][CH2:35]1.[OH2:30]>>[CH2:1]([CH3:2])[O:3][c:4]1[cH:5][c:6]([CH:12]([CH2:13][C:14](=[O:15])[NH:28][OH:29])[N:17]2[C:18](=[O:26])[c:19]3[cH:20][cH:21][cH:22][cH:23][c:24]3[CH2:25]2)[cH:7][cH:8][c:9]1[O:10][CH3:11]. The reactants are CO, C[O-], CN1CCC=C(C#N)C1, [Cl-], [Na+], [Na], [NH3+]O. The product is CN1CCC=C(C(N)=NO)C1. Reaction SMILES: [CH3:17][OH:18].[CH3:1][O-:2].[CH3:8][N:9]1[CH2:10][C:11]([C:15]#[N:16])=[CH:12][CH2:13][CH2:14]1.[Cl-:5].[Na+:3].[Na:4].[OH:6][NH3+:7]>>[OH:6][N:7]=[C:15]([C:11]1=[CH:12][CH2:13][CH2:14][N:9]([CH3:8])[CH2:10]1)[NH2:16].